The task is: describe an organic reaction: reactants, conditions, products, and yield. This data is from the Open Reaction Database (ORD), a public repository of structured organic reaction records. The reactants are Cc1ccccc1, Cc1c(Cl)cccc1C#CCO. Product: Cc1c(Cl)cccc1CCCO. As a reaction SMILES: [CH3:13][c:14]1[cH:15][cH:16][cH:17][cH:18][cH:19]1.[Cl:1][c:2]1[c:3]([CH3:12])[c:4]([C:8]#[C:9][CH2:10][OH:11])[cH:5][cH:6][cH:7]1>>[Cl:1][c:2]1[c:3]([CH3:12])[c:4]([CH2:8][CH2:9][CH2:10][OH:11])[cH:5][cH:6][cH:7]1.